From a dataset of the Open Reaction Database (ORD), a public repository of structured organic reaction records. describe an organic reaction: reactants, conditions, products, and yield Reactants: CC(C)O, ClC(Cl)Cl, CC1(C)OB(c2cccc3cc(-c4nc(NCCN5CCNC5=O)ncc4F)sc23)OC1(C)C, FCc1cnc(F)cc1I, [K+], [K+], [K+], C1COCCO1, O=P([O-])([O-])[O-]. Yields the product O=C1NCCN1CCNc1ncc(F)c(-c2cc3cccc(-c4cc(F)ncc4CF)c3s2)n1. RXN SMILES: [CH:59]([OH:60])([CH3:61])[CH3:62].[CH:63]([Cl:64])([Cl:65])[Cl:66].[F:1][c:2]1[c:3](-[c:17]2[cH:18][c:19]3[c:20]([s:21]2)[c:22]([B:26]2[O:27][C:28]([CH3:29])([CH3:30])[C:31]([CH3:32])([CH3:33])[O:34]2)[cH:23][cH:24][cH:25]3)[n:4][c:5]([NH:8][CH2:9][CH2:10][N:11]2[C:12](=[O:16])[NH:13][CH2:14][CH2:15]2)[n:6][cH:7]1.[F:35][c:36]1[n:37][cH:38][c:39]([CH2:43][F:44])[c:40]([I:42])[cH:41]1.[K+:50].[K+:51].[K+:52].[O:53]1[CH2:54][CH2:55][O:56][CH2:57][CH2:58]1.[P:45]([O-:46])([O-:47])([O-:48])=[O:49]>>[F:1][c:2]1[c:3](-[c:17]2[cH:18][c:19]3[c:20]([s:21]2)[c:22](-[c:40]2[c:39]([CH2:43][F:44])[cH:38][n:37][c:36]([F:35])[cH:41]2)[cH:23][cH:24][cH:25]3)[n:4][c:5]([NH:8][CH2:9][CH2:10][N:11]2[C:12](=[O:16])[NH:13][CH2:14][CH2:15]2)[n:6][cH:7]1. Starting materials: BrC1=C(C(=O)O)C=CC(=C1)F (2-bromo-4-fluoro-benzoic acid), resultant mixture, C(C)(C)(C)O (tert-butanol), N1=CC=CC=C1 (pyridine), CN(C)C=O (DMF). The reagents and catalysts are C(C(=O)Cl)(=O)Cl (oxalyl chloride). Run in ClCCl (dichloromethane), C(Cl)Cl (DCM), C(C)(=O)OCC (ethyl acetate), C1CCCCC1 (cyclohexane), C(Cl)Cl (DCM). Conditions: time 3 hour. Product: C(C)(C)(C)OC(C1=C(C=C(C=C1)F)Br)=O (2-Bromo-4-fluoro-benzoic acid tert-butyl ester). Yield: 42.5%. As a reaction SMILES: [Br:1][C:2]1[CH:10]=[C:9]([F:11])[CH:8]=[CH:7][C:3]=1[C:4]([OH:6])=[O:5].CN(C=O)C.[C:17](O)([CH3:20])([CH3:19])[CH3:18].N1C=CC=CC=1>ClCCl.C1CCCCC1.C(Cl)(=O)C(Cl)=O.C(OCC)(=O)C>[C:17]([O:5][C:4](=[O:6])[C:3]1[CH:7]=[CH:8][C:9]([F:11])=[CH:10][C:2]=1[Br:1])([CH3:20])([CH3:19])[CH3:18]. Procedure: To a suspension of 2-bromo-4-fluoro-benzoic acid (28.5 g, 0.13 mol) in dichloromethane (500 mL) at room temperature was added oxalyl chloride (11.35 mL, 0.26 mmol) followed by DMF (0.05 mL, catalytic, CARE vigorous gas evolution) and the reaction mixture stirred for 3 hours. The reaction mixture was concentrated in vacuo and the residue dissolved in DCM (500 mL) before treatment with a solution of tert-butanol (28.5 g, 0.26 mol) and pyridine (20.5 g, 0.26 mol). The resultant mixture was stirred ... The reactants are ClC=1C=C2C(=NC1C1=CC=C(C=C1)B1OC(C(O1)(C)C)(C)C)N(C(=N2)O[C@@H]2CO[C@H]1[C@@H]2OC[C@H]1O)COCC[Si](C)(C)C ((3R,3aR,6R,6aR)-6-(6-chloro-5-(4-(4,4,5,5-tetramethyl-1,3,2-dioxaborolan-2-yl)phenyl)-3-(2-trimethylsilanyl-ethoxymethyl)-3H-imidazo[4,5-b]pyridin-2-yloxy)hexahydrofuro[3,2-b]furan-3-ol), ClC1=CC=C(C=N1)N=S(=O)(NC)C (N′-(6-chloropyridin-3-yl)-N-methyl-methanesulfonimidamide), Intermediate 13. Solvent: COCCOC (1,2-dimethoxyethane). The product is O[C@@H]1CO[C@H]2[C@@H]1OC[C@H]2OC2=NC=1C(=NC(=C(C1)Cl)C1=CC=C(C=C1)C1=CC=C(C=N1)N=S(=O)(NC)C)N2COCC[Si](C)(C)C (N′-{6-[4-(2-{[(3R,3aR,6R,6aR)-6-Hydroxy-hexahydrofuro[3,2-b]furan-3-yl]oxy}-6-chloro-3-{[2-(trimethylsilyl)ethoxy]methyl}-3H-imidazo[4,5-b]pyridin-5-yl)phenyl]pyridin-3-yl}-N-methyl-methanesulfonimidamide). As a reaction SMILES: [Cl:1][C:2]1[CH:3]=[C:4]2[N:25]=[C:24]([O:26][C@H:27]3[C@H:31]4[O:32][CH2:33][C@@H:34]([OH:35])[C@H:30]4[O:29][CH2:28]3)[N:23]([CH2:36][O:37][CH2:38][CH2:39][Si:40]([CH3:43])([CH3:42])[CH3:41])[C:5]2=[N:6][C:7]=1[C:8]1[CH:13]=[CH:12][C:11](B2OC(C)(C)C(C)(C)O2)=[CH:10][CH:9]=1.Cl[C:45]1[N:50]=[CH:49][C:48]([N:51]=[S:52]([CH3:56])([NH:54][CH3:55])=[O:53])=[CH:47][CH:46]=1>COCCOC>[OH:35][C@H:34]1[C@H:30]2[O:29][CH2:28][C@@H:27]([O:26][C:24]3[N:23]([CH2:36][O:37][CH2:38][CH2:39][Si:40]([CH3:41])([CH3:43])[CH3:42])[C:5]4=[N:6][C:7]([C:8]5[CH:13]=[CH:12][C:11]([C:45]6[N:50]=[CH:49][C:48]([N:51]=[S:52]([CH3:56])([NH:54][CH3:55])=[O:53])=[CH:47][CH:46]=6)=[CH:10][CH:9]=5)=[C:2]([Cl:1])[CH:3]=[C:4]4[N:25]=3)[C@H:31]2[O:32][CH2:33]1. Reported procedure: The title compound is prepared from (3R,3aR,6R,6aR)-6-(6-chloro-5-(4-(4,4,5,5-tetramethyl-1,3,2-dioxaborolan-2-yl)phenyl)-3-(2-trimethylsilanyl-ethoxymethyl)-3H-imidazo[4,5-b]pyridin-2-yloxy)hexahydrofuro[3,2-b]furan-3-ol and N′-(6-chloropyridin-3-yl)-N-methyl-methanesulfonimidamide following a procedure analogous to that described for Intermediate 13 (Step 3) using 1,2-dimethoxyethane as a solvent. LC (method 1): tR=0.96 min; Mass spectrum (ESI+): m/z=687 [M+H]+. The reactants are COC1=CC=C(CN(C2=NC(=NC(=N2)C)C=2C=C(C=NC2F)C(C)N2[C@@H](CN(CC2)C(=O)OC(C)(C)C)C)CC2=CC=C(C=C2)OC)C=C1 ((3R)-tert-butyl 4-(1-(5-(4-(bis(4-methoxybenzyl)amino)-6-methyl-1,3,5-triazin-2-yl)-6-fluoropyridin-3-yl)ethyl)-3-methylpiperazine-1-carboxylate), FC=1C=C(C=NC1OC)N (5-fluoro-6-methoxypyridin-3-amine), O1CCCC1 (tetrahydrofuran), C[Si](C)(C)[N-][Si](C)(C)C.[Li+] (lithium bis(trimethylsily)amide). Reaction conditions: temperature -40 celsius. Yields the product COC1=CC=C(CN(C2=NC(=NC(=N2)C)C=2C=C(C=NC2NC=2C=NC(=C(C2)F)OC)[C@@H](C)N2[C@@H](CN(CC2)C(=O)OC(C)(C)C)C)CC2=CC=C(C=C2)OC)C=C1 ((R)-tert-butyl 4-((R)-1-(5-(4-(bis(4-methoxybenzyl)amino)-6-methyl-1,3,5-triazin-2-yl)-6-(5-fluoro-6-methoxypyridin-3-ylamino)pyridin-3-yl)ethyl)-3-methylpiperazine-1-carboxylate), COC1=CC=C(CN(C2=NC(=NC(=N2)C)C=2C=C(C=NC2NC=2C=NC(=C(C2)F)OC)[C@H](C)N2[C@@H](CN(CC2)C(=O)OC(C)(C)C)C)CC2=CC=C(C=C2)OC)C=C1 ((R)-tert-butyl 4-((S)-1-(5-(4-(bis(4-methoxybenzyl)amino)-6-methyl-1,3,5-triazin-2-yl)-6-(5-fluoro-6-methoxypyridin-3-ylamino)pyridin-3-yl)ethyl)-3-methylpiperazine-1-carboxylate). The yield is 29.6%. As a reaction SMILES: [CH3:1][O:2][C:3]1[CH:49]=[CH:48][C:6]([CH2:7][N:8]([CH2:39][C:40]2[CH:45]=[CH:44][C:43]([O:46][CH3:47])=[CH:42][CH:41]=2)[C:9]2[N:14]=[C:13]([CH3:15])[N:12]=[C:11]([C:16]3[CH:17]=[C:18]([CH:23]([N:25]4[CH2:30][CH2:29][N:28]([C:31]([O:33][C:34]([CH3:37])([CH3:36])[CH3:35])=[O:32])[CH2:27][C@H:26]4[CH3:38])[CH3:24])[CH:19]=[N:20][C:21]=3F)[N:10]=2)=[CH:5][CH:4]=1.[F:50][C:51]1[CH:52]=[C:53]([NH2:59])[CH:54]=[N:55][C:56]=1[O:57][CH3:58].O1CCCC1.C[Si]([N-][Si](C)(C)C)(C)C.[Li+]>>[CH3:1][O:2][C:3]1[CH:49]=[CH:48][C:6]([CH2:7][N:8]([CH2:39][C:40]2[CH:41]=[CH:42][C:43]([O:46][CH3:47])=[CH:44][CH:45]=2)[C:9]2[N:14]=[C:13]([CH3:15])[N:12]=[C:11]([C:16]3[CH:17]=[C:18]([C@H:23]([N:25]4[CH2:30][CH2:29][N:28]([C:31]([O:33][C:34]([CH3:35])([CH3:36])[CH3:37])=[O:32])[CH2:27][C@H:26]4[CH3:38])[CH3:24])[CH:19]=[N:20][C:21]=3[NH:59][C:53]3[CH:54]=[N:55][C:56]([O:57][CH3:58])=[C:51]([F:50])[CH:52]=3)[N:10]=2)=[CH:5][CH:4]=1.[CH3:1][O:2][C:3]1[CH:49]=[CH:48][C:6]([CH2:7][N:8]([CH2:39][C:40]2[CH:41]=[CH:42][C:43]([O:46][CH3:47])=[CH:44][CH:45]=2)[C:9]2[N:14]=[C:13]([CH3:15])[N:12]=[C:11]([C:16]3[CH:17]=[C:18]([C@@H:23]([N:25]4[CH2:30][CH2:29][N:28]([C:31]([O:33][C:34]([CH3:35])([CH3:36])[CH3:37])=[O:32])[CH2:27][C@H:26]4[CH3:38])[CH3:24])[CH:19]=[N:20][C:21]=3[NH:59][C:53]3[CH:54]=[N:55][C:56]([O:57][CH3:58])=[C:51]([F:50])[CH:52]=3)[N:10]=2)=[CH:5][CH:4]=1 |f:3.4|. Procedure details: To a 250 mL round-bottomed flask was added (3R)-tert-butyl 4-(1-(5-(4-(bis(4-methoxybenzyl)amino)-6-methyl-1,3,5-triazin-2-yl)-6-fluoropyridin-3-yl)ethyl)-3-methylpiperazine-1-carboxylate (1.0 g, 1.489 mmol), 5-fluoro-6-methoxypyridin-3-amine (0.317 g, 2.233 mmol) (Anichem), tetrahydrofuran (20 mL, 247 mmol). The solution was stirred at −40° C. and treated dropwise via addition funnel with lithium bis(trimethylsily)amide (Aldrich) (4.47 mL, 4.47 mmol). The solution was stirred at −40° C. for 30 ... The reactants are C(C1=CC=CC=C1)[C@H](C(=O)O)CC[C@@H](C(=O)OC)CC1=CC=CC=C1 ((2R,5R)-2,5-dibenzyl-6-methoxy-6-oxohexanoic acid), FC(C(=O)O)(F)F.N[C@@H]1C(N(CCCC1)C1=CC=CC=C1)=O ((S)-3-amino-1-phenylazepan-2-one trifluoroacetic acid salt), C=1C=CC2=C(C1)N=NN2O (HOBT), C(CCl)Cl (EDC), CCN(C(C)C)C(C)C (Hunig's base). Run in CN(C)C=O (DMF). Reaction conditions: time 2 day. The product is C(C1=CC=CC=C1)[C@H](C(=O)OC)CC[C@@H](C(N[C@H]1C(N(CCCC1)C1=CC=CC=C1)=O)=O)CC1=CC=CC=C1 ((2R,5R)-methyl 2,5-dibenzyl-6-oxo-6-((R)-2-oxo-1-phenylazepan-3-ylamino)hexanoate). Isolated yield 70.9%. As a reaction SMILES: [CH2:1]([C@@H:8]([CH2:12][CH2:13][C@H:14]([CH2:19][C:20]1[CH:25]=[CH:24][CH:23]=[CH:22][CH:21]=1)[C:15]([O:17][CH3:18])=[O:16])[C:9]([OH:11])=O)[C:2]1[CH:7]=[CH:6][CH:5]=[CH:4][CH:3]=1.FC(F)(F)C(O)=O.[NH2:33][C@H:34]1[CH2:40][CH2:39][CH2:38][CH2:37][N:36]([C:41]2[CH:46]=[CH:45][CH:44]=[CH:43][CH:42]=2)[C:35]1=[O:47].C1C=CC2N(O)N=NC=2C=1.C(Cl)CCl.CCN(C(C)C)C(C)C>CN(C=O)C>[CH2:19]([C@@H:14]([CH2:13][CH2:12][C@H:8]([CH2:1][C:2]1[CH:7]=[CH:6][CH:5]=[CH:4][CH:3]=1)[C:9](=[O:11])[NH:33][C@@H:34]1[CH2:40][CH2:39][CH2:38][CH2:37][N:36]([C:41]2[CH:46]=[CH:45][CH:44]=[CH:43][CH:42]=2)[C:35]1=[O:47])[C:15]([O:17][CH3:18])=[O:16])[C:20]1[CH:21]=[CH:22][CH:23]=[CH:24][CH:25]=1 |f:1.2|. Reported procedure: To a round bottom flask was added (2R,5R)-2,5-dibenzyl-6-methoxy-6-oxohexanoic acid (278 mg, 0.817 mmol), (S)-3-amino-1-phenylazepan-2-one trifluoroacetic acid salt (260 mg, 0.817 mmol), HOBT (163 mg, 1.062 mmol), EDC (204 mg, 1.062 mmol), Hunig's base (317 mg, 2.45 mmol) and DMF (5 mL). The reaction was stirred at rt for 2 days. The reaction mixture was partitioned between EtOAc and water. The organic phase was isolated, washed with aqueous 0.5 N HCl, saturated aqueous NaHCO3 and saturated aque...